Dataset: the Open Reaction Database (ORD), a public repository of structured organic reaction records. Task: describe an organic reaction: reactants, conditions, products, and yield The reactants are N(=[N+]=[N-])CCC1=CC=C2C(=CC(=NC2=C1)C#N)C1=CC=CC=C1 (7-(2-azidoethyl)-4-phenylquinoline-2-carbonitrile), C(C)C(C#C)(CC)O (3-ethylpent-1-yn-3-ol), C(C)(C)N(CC)C(C)C (diisopropylethylamine). The reagents and catalysts are [Cu](I)I (copper iodide). The solvent is C1CCOC1 (THF). Conditions: time 6 hour. Yields the product C(C)C(CC)(O)C=1N=NN(C1)CCC1=CC=C2C(=CC(=NC2=C1)C#N)C1=CC=CC=C1 (7-{2-[4-(1-ethyl-1-hydroxypropyl)-1H-1,2,3-triazol-1-yl]ethyl}-4-phenylquinoline-2-carbonitrile). As a reaction SMILES: [N:1]([CH2:4][CH2:5][C:6]1[CH:15]=[C:14]2[C:9]([C:10]([C:18]3[CH:23]=[CH:22][CH:21]=[CH:20][CH:19]=3)=[CH:11][C:12]([C:16]#[N:17])=[N:13]2)=[CH:8][CH:7]=1)=[N+:2]=[N-:3].[CH2:24]([C:26]([OH:31])([CH2:29][CH3:30])[C:27]#[CH:28])[CH3:25].C(N(C(C)C)CC)(C)C>C1COCC1.[Cu](I)I>[CH2:27]([C:26]([C:24]1[N:3]=[N:2][N:1]([CH2:4][CH2:5][C:6]2[CH:15]=[C:14]3[C:9]([C:10]([C:18]4[CH:23]=[CH:22][CH:21]=[CH:20][CH:19]=4)=[CH:11][C:12]([C:16]#[N:17])=[N:13]3)=[CH:8][CH:7]=2)[CH:25]=1)([OH:31])[CH2:29][CH3:30])[CH3:28]. Reported procedure: A mixture of 7-(2-azidoethyl)-4-phenylquinoline-2-carbonitrile (128 mg, 0.43 mmol), 3-ethylpent-1-yn-3-ol (63 mg, 0.56 mmol), copper iodide (58 mg, 0.65 mmol) and diisopropylethylamine (375 μL, 2.2 mmol) in THF (5 mL) was stirred at rt for 6 h. The reaction was quenched with saturated aqueous NH4Cl and extracted with EtOAc. The combined organic layers were washed with brine, dried over Na2SO4, filtered and concentrated under reduced pressure. Purification on silica gel (eluting with acetone/dich... Reactants: FC1=C(C=O)C=CC(=C1)O (2-fluoro-4-hydroxy-benzaldehyde), C(C1=CC=CC=C1)Br (benzylbromide), C(=O)([O-])[O-].[K+].[K+] (K2CO3), O (H2O). Run in CN(C)C=O (DMF). Conditions: time 12 hour. The product is C(C1=CC=CC=C1)OC1=CC(=C(C=O)C=C1)F (4-Benzyloxy-2-fluoro-benzaldehyde). Isolated yield 85.6%. RXN SMILES: [F:1][C:2]1[CH:9]=[C:8]([OH:10])[CH:7]=[CH:6][C:3]=1[CH:4]=[O:5].[CH2:11](Br)[C:12]1[CH:17]=[CH:16][CH:15]=[CH:14][CH:13]=1.C([O-])([O-])=O.[K+].[K+].O>CN(C=O)C>[CH2:11]([O:10][C:8]1[CH:7]=[CH:6][C:3]([CH:4]=[O:5])=[C:2]([F:1])[CH:9]=1)[C:12]1[CH:17]=[CH:16][CH:15]=[CH:14][CH:13]=1 |f:2.3.4|. Procedure: To a solution of 2-fluoro-4-hydroxy-benzaldehyde (1.0 g, 7.1 mmol) in DMF (70 mL) was added benzylbromide (0.85 mL, 1.2 g, 7.1 mmol) and K2CO3 (1.1 g, 7.9 mmol) and the reaction mixture was stirred (rt, 12 h). The reaction mixture was treated with H2O (50 mL) and filtered to afford the title compound as a colorless solid (1.4 g, 85%). MS (ESI): mass calcd. for C14H11FO2, 230.1; m/z found, 231.1 [M+H]+. 1H NMR (400 MHz, CDCl3): 10.21 (s, 1H), 7.82 (t, J=8.8, 1H), 7.48-7.32 (m, 5H), 6.85 (dd, J=8....